This data is from the Open Reaction Database (ORD), a public repository of structured organic reaction records. The task is: describe an organic reaction: reactants, conditions, products, and yield Starting materials: C(N)(=N)NC(=O)C1=NC(=C(N=C1N)N)Cl (N-Amidino-3,5-diamino-6-chloro-2-pyrazinecarboxamide), CN(C=O)C (N,N-dimethylformamide), C(C)N=C=O (ethyl isocyanate). Reaction conditions: temperature 90 celsius. Product: O.Cl.NC=1C(=NC(=C(N1)N)Cl)C(=O)N=CNNC(=O)NCC (3,5-Diamino-6-chloro-N{[ (ethylaminocarbonyl)-amino]aminomethylene}-2-pyrazinecarboxamide hydrochloride monohydrate). As a reaction SMILES: [C:1]([NH:4][C:5]([C:7]1[C:12]([NH2:13])=[N:11][C:10]([NH2:14])=[C:9]([Cl:15])[N:8]=1)=[O:6])(=[NH:3])N.[CH2:16]([N:18]=[C:19]=[O:20])[CH3:17].C[N:22](C)C=O>>[OH2:6].[ClH:15].[NH2:13][C:12]1[C:7]([C:5]([N:4]=[CH:1][NH:3][NH:22][C:19]([NH:18][CH2:16][CH3:17])=[O:20])=[O:6])=[N:8][C:9]([Cl:15])=[C:10]([NH2:14])[N:11]=1 |f:3.4.5|. Procedure details: N-Amidino-3,5-diamino-6-chloro-2-pyrazinecarboxamide (9.16 g., 0.04 mole) dissolved in N,N-dimethylformamide (240 ml.) is treated dropwise with ethyl isocyanate (3.16 g., 0.044 mole) over a 10 minute period at 90° C. and heated at 90° C. for 3 hours. The reaction mixture is filtered and poured into water (1 1.) to precipitate 3,5-diamino-6-chloro-N-{[ (ethylaminocarbonyl)amino]aminomethylene}-2-pyrazinecarboxamide. The hydrochloride monohydrate (6.80 g.) is obtained on crystallization from abs. ... The reactants are C(=O)C1=CC(=C(OCC=2N=C(OC2C)C2=CC=C(C(=O)OC)C=C2)C=C1)OC (methyl 4-{4-[(4-formyl-2-methoxyphenoxy)methyl]-5-methyl-1,3-oxazol-2-yl}benzoate), O (water), C(C)O (ethanol), [BH4-].[Na+] (sodium borohydride). Run in O1CCCC1 (tetrahydrofuran). Run at time 1 hour. Product: OCC1=CC(=C(OCC=2N=C(OC2C)C2=CC=C(C(=O)OC)C=C2)C=C1)OC (methyl 4-{4-[(4-hydroxymethyl-2-methoxyphenoxy)methyl]-5-methyl-1,3-oxazol-2-yl}benzoate). The yield is 89.7%. As a reaction SMILES: [CH:1]([C:3]1[CH:26]=[CH:25][C:6]([O:7][CH2:8][C:9]2[N:10]=[C:11]([C:15]3[CH:24]=[CH:23][C:18]([C:19]([O:21][CH3:22])=[O:20])=[CH:17][CH:16]=3)[O:12][C:13]=2[CH3:14])=[C:5]([O:27][CH3:28])[CH:4]=1)=[O:2].C(O)C.[BH4-].[Na+].O>O1CCCC1>[OH:2][CH2:1][C:3]1[CH:26]=[CH:25][C:6]([O:7][CH2:8][C:9]2[N:10]=[C:11]([C:15]3[CH:24]=[CH:23][C:18]([C:19]([O:21][CH3:22])=[O:20])=[CH:17][CH:16]=3)[O:12][C:13]=2[CH3:14])=[C:5]([O:27][CH3:28])[CH:4]=1 |f:2.3|. Procedure details: To a solution of methyl 4-{4-[(4-formyl-2-methoxyphenoxy)methyl]-5-methyl-1,3-oxazol-2-yl}benzoate (0.92 g) in tetrahydrofuran (20 mL)-ethanol (10 mL) was gradually added sodium borohydride (0.09 g) at room temperature. After stirring the reaction mixture for 1 hr, water was added, and the precipitated crystals were collected by filtration to give methyl 4-{4-[(4-hydroxymethyl-2-methoxyphenoxy)methyl]-5-methyl-1,3-oxazol-2-yl}benzoate as colorless crystals (0.83 g, yield 90%). Recrystallization ... Starting materials: CCN(CC)CCSCCO, C[Si](C)(C)[N-][Si](C)(C)C, O=P(Cl)(Cl)N(CCCl)CCCl, [Li+], C1CCOC1. Product: CCN(CC)CCSCCOP(N)(=O)N(CCCl)CCCl. As a reaction SMILES: [CH2:1]([CH3:2])[N:3]([CH2:4][CH2:5][S:6][CH2:7][CH2:8][OH:9])[CH2:10][CH3:11].[CH3:12][Si:13]([N-:16][Si:14]([CH3:15])([CH3:17])[CH3:18])([CH3:19])[CH3:20].[Cl:22][CH2:23][CH2:24][N:25]([P:26](=[O:27])([Cl:28])[Cl:29])[CH2:30][CH2:31][Cl:32].[Li+:21].[O:33]1[CH2:34][CH2:35][CH2:36][CH2:37]1>>[CH2:1]([CH3:2])[N:3]([CH2:4][CH2:5][S:6][CH2:7][CH2:8][O:9][P:26]([NH2:16])([N:25]([CH2:24][CH2:23][Cl:22])[CH2:30][CH2:31][Cl:32])=[O:27])[CH2:10][CH3:11]. Reported procedure: The procedure in Example 18, Step 4, was followed starting from 2-chloro-3-[(2R)-2-methylpiperazin-1-yl]pyrazine* (0.23 g, 1.0 mmol) and 2-({2-[(1Z)-3-(dimethylamino)prop-1-enyl]pyridin-3-yl}oxy)ethanol (from Step 3; 0.24 g, 1.1 mmol). The crude product was purified on a column of silica (100 mm, i.d.=30 mm) with CHCl3/MeOH/NH4OH (80:20:0.5; 200 mL, followed by 60:40:1) as eluent to give 0.050 g (12%) of the title compound as a light brown oil. HRMS m/z calcd for C21H30N6O2 (M)+ 398.2430. found ... Reaction SMILES: Cl[C:2]1[C:7]([N:8]2[CH2:13][CH2:12][NH:11][CH2:10][C@H:9]2[CH3:14])=[N:6][CH:5]=[CH:4][N:3]=1.[CH3:15][N:16]([CH3:30])[CH2:17]/[CH:18]=[CH:19]\[C:20]1[C:25]([O:26][CH2:27][CH2:28][OH:29])=[CH:24][CH:23]=[CH:22][N:21]=1>>[CH3:30][N:16]([CH3:15])[CH2:17]/[CH:18]=[CH:19]\[C:20]1[C:25]([O:26][CH2:27][CH2:28][O:29][C:2]2[C:7]([N:8]3[CH2:13][CH2:12][NH:11][CH2:10][C@H:9]3[CH3:14])=[N:6][CH:5]=[CH:4][N:3]=2)=[CH:24][CH:23]=[CH:22][N:21]=1. The product is CN(C\C=C/C1=NC=CC=C1OCCOC1=NC=CN=C1N1[C@@H](CNCC1)C)C (2-{2-[{2-[(1Z)-3-(Dimethylamino)prop-1-enyl]pyridin-3-yl}oxy]ethoxy}-3-[(2R)-methylpiperazin-1-yl]pyrazine). Reactants: ClC1=NC=CN=C1N1[C@@H](CNCC1)C (2-chloro-3-[(2R)-2-methylpiperazin-1-yl]pyrazine), CN(C\C=C/C1=NC=CC=C1OCCO)C (2-({2-[(1Z)-3-(Dimethylamino)prop-1-enyl]pyridin-3-yl}oxy)ethanol). The yield is 12.0%. Starting materials: CCN=C=NCCCN(C)C (EDCI), FC1=CC(=C(N)C=C1)NC1=CC=CC=C1 (4-fluoro-2-phenylaminoaniline), C(C)(C)(C)OC(=O)NCC(=O)O (tert-butoxycarbonyl glycine), C1=CC2=C(N=C1)N(N=N2)O (HOAt), C(=O)(O)[O-].[Na+] (NaHCO3), C(=O)([O-])[O-].[Na+].[Na+] (Na2CO3). The solvent is C(Cl)Cl (DCM), CN(C)C=O (DMF), O (water). Reaction conditions: temperature 0 celsius, time 1 hour. Product: C(C)(C)(C)OC(NCC(NC1=C(C=C(C=C1)F)NC1=CC=CC=C1)=O)=O ([(4-Fluoro-2-phenylaminophenylcarbamoyl)methyl]carbamic acid tert-butyl ester). Isolated yield 89.8%. RXN SMILES: [F:1][C:2]1[CH:8]=[CH:7][C:5]([NH2:6])=[C:4]([NH:9][C:10]2[CH:15]=[CH:14][CH:13]=[CH:12][CH:11]=2)[CH:3]=1.[C:16]([O:20][C:21]([NH:23][CH2:24][C:25](O)=[O:26])=[O:22])([CH3:19])([CH3:18])[CH3:17].C1C=NC2N(O)N=NC=2C=1.CCN=C=NCCCN(C)C.C([O-])(O)=O.[Na+].C([O-])([O-])=O.[Na+].[Na+]>C(Cl)Cl.CN(C=O)C.O>[C:16]([O:20][C:21](=[O:22])[NH:23][CH2:24][C:25](=[O:26])[NH:6][C:5]1[CH:7]=[CH:8][C:2]([F:1])=[CH:3][C:4]=1[NH:9][C:10]1[CH:15]=[CH:14][CH:13]=[CH:12][CH:11]=1)([CH3:19])([CH3:17])[CH3:18] |f:4.5,6.7.8|. Procedure: To a mixture of 4-fluoro-2-phenylaminoaniline (3.0 g, 14.85 mmol), tert-butoxycarbonyl glycine (2.4 g, 15 mmol) and HOAt (0.68 g, 5 mmol) in DCM (20 mL) and DMF (1 mL) at 0° C. was added EDCI (2.88 g, 15 mmol). The mixture was stirred at 0° C. for 1 h. To the reaction mixture was added a saturated aqueous solution of NaHCO3 (20 mL), saturated aqueous solution of Na2CO3 (10 mL) and water (10 mL). The mixture was extracted with DCM (2×20 mL) and the combined organic layers were dried (Na2SO4) and ...